describe an organic reaction: reactants, conditions, products, and yield From a dataset of the Open Reaction Database (ORD), a public repository of structured organic reaction records. The reactants are IC=1C(CCC1)=O (2-Iodo-cyclopent-2-enone), ClC1=CC=C(C=C1)B(O)O (4-chlorophenylboronic acid), Pd(C6H5CN)2Cl2, O1CCCC1 (tetrahydrofurane), O (water). Reagents/catalysts: [Ag-]=O (silver(I)oxide), C1(=CC=CC=C1)[As](C1=CC=CC=C1)C1=CC=CC=C1 (triphenylarsine). Solvent: [Cl-].[NH4+] (ammonium chloride). Conditions: time 16 hour. Product: ClC1=CC=C(C=C1)C=1C(CCC1)=O (2-(4′chlorophenyl)cyclopent-2-enone). Yield: 77.4%. RXN SMILES: I[C:2]1[C:3](=[O:7])[CH2:4][CH2:5][CH:6]=1.[Cl:8][C:9]1[CH:14]=[CH:13][C:12](B(O)O)=[CH:11][CH:10]=1.O1CCCC1.O>[Cl-].[NH4+].[Ag-]=O.C1([As](C2C=CC=CC=2)C2C=CC=CC=2)C=CC=CC=1>[Cl:8][C:9]1[CH:14]=[CH:13][C:12]([C:2]2[C:3](=[O:7])[CH2:4][CH2:5][CH:6]=2)=[CH:11][CH:10]=1 |f:4.5|. Procedure: 4.8 g 2-Iodo-cyclopent-2-enone (prepared as described in Org. Lett. 6, 2004, page 3289), 5.4 g 4-chlorophenylboronic acid, 8.5 g silver(I)oxide, 0.425 g triphenylarsine and 0.265 g Pd(C6H5CN)2Cl2 were added to 90 ml tetrahydrofurane and 20 ml water. The reaction mixture was stirred under nitrogen atmosphere for 16 hours. The reaction mixture was diluted with ammonium chloride, filtered and extracted twice with ethyl acetate. The residue was purified by chromatography and the solvent was evaporat...